This data is from the Open Reaction Database (ORD), a public repository of structured organic reaction records. The task is: describe an organic reaction: reactants, conditions, products, and yield The reactants are [Si](C)(C)(C(C)(C)C)OCC1CN(CCN1C1COC1)C(=O)OC(C)(C)C (Tert-butyl 3-(((tert-butyldimethylsilyl)oxy)methyl)-4-(oxetan-3-yl)piperazine-1-carboxylate), C(=O)(C(F)(F)F)O (TFA). Solvent: C(Cl)Cl (DCM). Conditions: time 30 minute. Product: [Si](C)(C)(C(C)(C)C)OCC1N(CCNC1)C1COC1 ((+/−)2-(((tert-butyldimethylsilyl)oxy)methyl)-1-(oxetan-3-yl)piperazine). Isolated yield 97.7%. RXN SMILES: [Si:1]([O:8][CH2:9][CH:10]1[N:15]([CH:16]2[CH2:19][O:18][CH2:17]2)[CH2:14][CH2:13][N:12](C(OC(C)(C)C)=O)[CH2:11]1)([C:4]([CH3:7])([CH3:6])[CH3:5])([CH3:3])[CH3:2].C(O)(C(F)(F)F)=O>C(Cl)Cl>[Si:1]([O:8][CH2:9][CH:10]1[CH2:11][NH:12][CH2:13][CH2:14][N:15]1[CH:16]1[CH2:19][O:18][CH2:17]1)([C:4]([CH3:7])([CH3:5])[CH3:6])([CH3:3])[CH3:2]. Procedure: Tert-butyl 3-(((tert-butyldimethylsilyl)oxy)methyl)-4-(oxetan-3-yl)piperazine-1-carboxylate (714 mg, 1.847 mmol) was taken up in DCM (8 mL) and TFA (2.85 mL, 36.9 mmol) was added. The reaction was stirred at room temperature for 30 min. The solvent was removed in vacuo and the material was dissolved in MeOH. The solution was loaded onto an SCX column (3×5 g, benzenesulfonic acid sorbent) and the columns were flushed with MeOH, then 7N NH3/MeOH to release the product. (+/−)2-(((tert-butyldimethyl... Reactants: C(CCCCC)N1CC(C(CC1)(C1=CC(=CC=C1)OS(=O)(=O)C(F)(F)F)C)C (1-hexyl-3,4-dimethyl-4-(3-trifluoromethanesulfonyloxyphenyl)piperidine), [C-]#N.[K+] (potassium cyanide). Solvent: CN1C(CCC1)=O (1-methyl-2-pyrrolidinone). Conditions: temperature 60 celsius, time 3 hour. Yields the product N (ammonia), C(CCCCC)N1CC(C(CC1)(C1=CC(=CC=C1)C#N)C)C (1-Hexyl-3,4-dimethyl-4-(3-cyanophenyl)piperidine). Yield: 194.8%. RXN SMILES: [CH2:1]([N:7]1[CH2:12][CH2:11][C:10]([CH3:27])([C:13]2[CH:18]=[CH:17][CH:16]=[C:15](OS(C(F)(F)F)(=O)=O)[CH:14]=2)[CH:9]([CH3:28])[CH2:8]1)[CH2:2][CH2:3][CH2:4][CH2:5][CH3:6].[C-:29]#[N:30].[K+]>CN1CCCC1=O>[NH3:7].[CH2:1]([N:7]1[CH2:12][CH2:11][C:10]([CH3:27])([C:13]2[CH:18]=[CH:17][CH:16]=[C:15]([C:29]#[N:30])[CH:14]=2)[CH:9]([CH3:28])[CH2:8]1)[CH2:2][CH2:3][CH2:4][CH2:5][CH3:6] |f:1.2|. Reported procedure: A solution of 1-hexyl-3,4-dimethyl-4-(3-trifluoromethanesulfonyloxyphenyl)piperidine (Preparation 1, 500 mg, 1.19 mmol) in 1-methyl-2-pyrrolidinone (2.5 mL) was added to a flask containing potassium cyanide (155 mg, 2.38 mmol). The solution was de-oxygenated by evacuating and flushing with nitrogen three times. Catalytic quantities of palladium(II) acetate and 1,1 ′-bis(diphenylphosphino)ferrocene were added and the reaction mixture was warmed to 60° C., at which temperature it was stirred for 3... Reactants: C(C)N(C1=CC=C(C(=O)C2=C(C(=O)O)C(=C(C(=C2Cl)Cl)Cl)Cl)C=C1)CC (2-(4-(diethylamino)benzoyl)-3,4,5,6-tetrachlorobenzoic acid), C(C)N(C1=CC(=CC=C1)N(CC)CC)CC (N,N,N',N'-tetraethyl-m-phenylenediamine), C(C)(=O)OC(C)=O (acetic anhydride). The solvent is CO (methanol), CO (methanol). Run at temperature 90 celsius. Yields the product C(C)N(C1=C(C=CC(=C1)N(CC)CC)C1(OC(=O)C2=C(C(=C(C(=C12)Cl)Cl)Cl)Cl)C1=CC=C(C=C1)N(CC)CC)CC (3-(2,4-bis(diethylamino)phenyl)-3-(4-(diethylamino)phenyl)-4,5,6,7-tetrachlorophthalide). The yield is 61.6%. Reaction SMILES: [CH2:1]([N:3]([CH2:25][CH3:26])[C:4]1[CH:24]=[CH:23][C:7]([C:8]([C:10]2[C:18]([Cl:19])=[C:17]([Cl:20])[C:16]([Cl:21])=[C:15]([Cl:22])[C:11]=2[C:12]([OH:14])=[O:13])=O)=[CH:6][CH:5]=1)[CH3:2].[CH2:27]([N:29]([CH2:41][CH3:42])[C:30]1[CH:35]=[CH:34][CH:33]=[C:32]([N:36]([CH2:39][CH3:40])[CH2:37][CH3:38])[CH:31]=1)[CH3:28].C(OC(=O)C)(=O)C>CO>[CH2:39]([N:36]([CH2:37][CH3:38])[C:32]1[CH:31]=[C:30]([N:29]([CH2:41][CH3:42])[CH2:27][CH3:28])[CH:35]=[CH:34][C:33]=1[C:8]1([C:7]2[CH:23]=[CH:24][C:4]([N:3]([CH2:25][CH3:26])[CH2:1][CH3:2])=[CH:5][CH:6]=2)[C:10]2[C:11](=[C:15]([Cl:22])[C:16]([Cl:21])=[C:17]([Cl:20])[C:18]=2[Cl:19])[C:12](=[O:13])[O:14]1)[CH3:40]. Procedure details: A mixture of 2-(4-(diethylamino)benzoyl)-3,4,5,6-tetrachlorobenzoic acid (8.70 g.), N,N,N',N'-tetraethyl-m-phenylenediamine (4.85 g.) and acetic anhydride (5 ml.) was heated (to 90° C.). Addition of methanol (10 ml.) and slurrying the resulting product with methanol (20 ml.) afforded 3-(2,4-bis(diethylamino)phenyl)-3-(4-(diethylamino)phenyl)-4,5,6,7-tetrachlorophthalide (I: X=Y4 =(CH3CH2)2N, Y2 =H, Z4 =Z5 =Z6 =Z7 =Cl) (7.85 g., m.p. 196°-197° C.).